From a dataset of the Open Reaction Database (ORD), a public repository of structured organic reaction records. describe an organic reaction: reactants, conditions, products, and yield The reactants are [BH4-], CCC(CC#N)(Cc1ccccc1)C(=O)OC, C1CCOC1, [Na+], O. The product is CCC1(Cc2ccccc2)CCNC1=O. RXN SMILES: [BH4-:18].[C:1](#[N:2])[CH2:3][C:4]([C:5](=[O:6])[O:7][CH3:8])([CH2:9][CH3:10])[CH2:11][c:12]1[cH:13][cH:14][cH:15][cH:16][cH:17]1.[CH2:20]1[O:21][CH2:22][CH2:23][CH2:24]1.[Na+:19].[OH2:25]>>[CH2:1]1[NH:2][C:5](=[O:6])[C:4]([CH2:9][CH3:10])([CH2:11][c:12]2[cH:13][cH:14][cH:15][cH:16][cH:17]2)[CH2:3]1. Solvent: CN(C=O)C (dimethylformamide). Procedure details: n-Amylamine (0.54 g) and potassium carbonate (0.98 g) were suspended in dimethylformamide (3.5 mL), and [[2′-nitro-1,1′-biphenyl-4-yl]methyl] bromide (0.51 g) was added in portions. Four hours later, ethyl acetate (20 mL) was added, and the resulting mixture was washed once with water (40 mL) and twice with brine (90 mL, each). The organic layer was dried over anhydrous sodium sulfate and then concentrated under reduced pressure. The residue was subjected to chromatography on a silica gel column... RXN SMILES: [CH3:1][CH2:2][CH2:3][CH2:4][CH2:5][NH2:6].C(=O)([O-])[O-].[K+].[K+].[N+:13]([C:16]1[CH:21]=[CH:20][CH:19]=[CH:18][C:17]=1[C:22]1[CH:27]=[CH:26][C:25]([CH2:28]Br)=[CH:24][CH:23]=1)([O-:15])=[O:14].C(OCC)(=O)C>CN(C)C=O>[N+:13]([C:16]1[CH:21]=[CH:20][CH:19]=[CH:18][C:17]=1[C:22]1[CH:27]=[CH:26][C:25]([CH2:28][NH:6][CH2:5][CH2:4][CH2:3][CH2:2][CH3:1])=[CH:24][CH:23]=1)([O-:15])=[O:14] |f:1.2.3|. The product is [N+](=O)([O-])C1=C(C=CC=C1)C1=CC=C(C=C1)CNCCCCC (N-[(2′-nitro-1,1′-biphenyl-4-yl)methyl]-N-pentylamine). Reactants: CCCCCN (n-Amylamine), C(C)(=O)OCC (ethyl acetate), C([O-])([O-])=O.[K+].[K+] (potassium carbonate), [N+](=O)([O-])C1=C(C=CC=C1)C1=CC=C(C=C1)CBr ([[2′-nitro-1,1′-biphenyl-4-yl]methyl] bromide). The yield is 76.8%. Reactants: BrB(Br)Br, CCC(=O)c1cc2c(cc1OC)C(C)(C)CCC2(C)C, ClCCl. The product is CCC(=O)c1cc2c(cc1O)C(C)(C)CCC2(C)C. Reaction SMILES: [B:21]([Br:22])([Br:23])[Br:24].[CH3:1][O:2][c:3]1[c:4]([C:17]([CH2:18][CH3:19])=[O:20])[cH:5][c:6]2[c:11]([cH:12]1)[C:10]([CH3:13])([CH3:14])[CH2:9][CH2:8][C:7]2([CH3:15])[CH3:16].[Cl:25][CH2:26][Cl:27]>>[OH:2][c:3]1[c:4]([C:17]([CH2:18][CH3:19])=[O:20])[cH:5][c:6]2[c:11]([cH:12]1)[C:10]([CH3:13])([CH3:14])[CH2:9][CH2:8][C:7]2([CH3:15])[CH3:16]. Reactants: O=C1CCC(=O)N1Br, COC(=O)c1ccc(S(C)(=O)=O)c(C)c1Cl, ClC(Cl)(Cl)Cl. Product: COC(=O)c1ccc(S(C)(=O)=O)c(CBr)c1Cl. Reaction SMILES: [Br:17][N:18]1[C:19](=[O:20])[CH2:21][CH2:22][C:23]1=[O:24].[Cl:1][c:2]1[c:3]([C:4](=[O:5])[O:6][CH3:7])[cH:8][cH:9][c:10]([S:13](=[O:14])(=[O:15])[CH3:16])[c:11]1[CH3:12].[Cl:25][C:26]([Cl:27])([Cl:28])[Cl:29]>>[Cl:1][c:2]1[c:3]([C:4](=[O:5])[O:6][CH3:7])[cH:8][cH:9][c:10]([S:13](=[O:14])(=[O:15])[CH3:16])[c:11]1[CH2:12][Br:17]. RXN SMILES: [O:1]=[C:2]1[O:6][N:5]=[C:4]([C:7]2[CH:12]=[CH:11][C:10]([N:13]3[CH2:17][CH:16]([C:18]([NH:20][CH2:21][CH2:22][C:23]([O:25]C)=[O:24])=[O:19])[O:15][C:14]3=[O:27])=[CH:9][CH:8]=2)[NH:3]1.CO.C(=O)([O-])[O-].[K+].[K+]>O>[O:1]=[C:2]1[O:6][N:5]=[C:4]([C:7]2[CH:8]=[CH:9][C:10]([N:13]3[CH2:17][CH:16]([C:18]([NH:20][CH2:21][CH2:22][C:23]([OH:25])=[O:24])=[O:19])[O:15][C:14]3=[O:27])=[CH:11][CH:12]=2)[NH:3]1 |f:2.3.4|. Solvent: O (water). Procedure details: 1.12 g of methyl 3-{3-[4-(5-oxo-1,2,4-oxadiazolin-3-yl)phenyl]-2-oxo-5-oxazolidinylcarbonylamino}propionate [obtainable according to Example 4] are stirred at room temperature for 3 h in 13.5 ml of water and 30 ml of methanol with the addition of 1.35 g of potassium carbonate. The reaction solution is then given the customary workup. 3-{3-[4-(5-Oxo-1,2,4-oxadiazolin-3-yl)phenyl]-2-oxo-5-oxazolidinylcarbonylamino)propionic acid is obtained, m.p. 221°-223°. The product is O=C1NC(=NO1)C1=CC=C(C=C1)N1C(OC(C1)C(=O)NCCC(=O)O)=O (3-{3-[4-(5-Oxo-1,2,4-oxadiazolin-3-yl)phenyl]-2-oxo-5-oxazolidinylcarbonylamino)propionic acid). Reactants: CO (methanol), C([O-])([O-])=O.[K+].[K+] (potassium carbonate), O=C1NC(=NO1)C1=CC=C(C=C1)N1C(OC(C1)C(=O)NCCC(=O)OC)=O (methyl 3-{3-[4-(5-oxo-1,2,4-oxadiazolin-3-yl)phenyl]-2-oxo-5-oxazolidinylcarbonylamino}propionate). Product: COC(=O)c1cccc(Nc2ccc3c(c2)CCC3)c1C(=O)OC. Starting materials: O=C([O-])[O-], COC(=O)c1cccc(I)c1C(=O)OC, Cc1ccccc1, ClCCl, [Cs+], [Cs+], Nc1ccc2c(c1)CCC2, O=C(C=Cc1ccccc1)C=Cc1ccccc1, O=C(C=Cc1ccccc1)C=Cc1ccccc1, O=C(C=Cc1ccccc1)C=Cc1ccccc1, [Pd], [Pd]. As a reaction SMILES: [C:26](=[O:27])([O-:28])[O-:29].[CH3:1][O:2][C:3]([c:4]1[c:5]([C:6](=[O:7])[O:8][CH3:9])[c:10]([I:14])[cH:11][cH:12][cH:13]1)=[O:15].[CH3:32][c:33]1[cH:34][cH:35][cH:36][cH:37][cH:38]1.[Cl:39][CH2:40][Cl:41].[Cs+:30].[Cs+:31].[NH2:16][c:17]1[cH:18][c:19]2[c:23]([cH:24][cH:25]1)[CH2:22][CH2:21][CH2:20]2.[O:44]=[C:45]([CH:46]=[CH:47][c:48]1[cH:49][cH:50][cH:51][cH:52][cH:53]1)[CH:54]=[CH:55][c:56]1[cH:57][cH:58][cH:59][cH:60][cH:61]1.[O:62]=[C:63]([CH:64]=[CH:65][c:66]1[cH:67][cH:68][cH:69][cH:70][cH:71]1)[CH:72]=[CH:73][c:74]1[cH:75][cH:76][cH:77][cH:78][cH:79]1.[O:80]=[C:81]([CH:82]=[CH:83][c:84]1[cH:85][cH:86][cH:87][cH:88][cH:89]1)[CH:90]=[CH:91][c:92]1[cH:93][cH:94][cH:95][cH:96][cH:97]1.[Pd:42].[Pd:43]>>[CH3:1][O:2][C:3]([c:4]1[c:5]([C:6](=[O:7])[O:8][CH3:9])[c:10]([NH:16][c:17]2[cH:18][c:19]3[c:23]([cH:24][cH:25]2)[CH2:22][CH2:21][CH2:20]3)[cH:11][cH:12][cH:13]1)=[O:15].